From a dataset of the Open Reaction Database (ORD), a public repository of structured organic reaction records. describe an organic reaction: reactants, conditions, products, and yield Reactants: BrC1=CC=2C3=C(C(=NC2C=C1)N)N=CN3CC(C)C (8-Bromo-1-isobutyl-1H-imidazo[4,5-c]quinolin-4-amine), COC1=C(C=CC(=C1)OC)B(O)O (2,4-dimethoxybenzeneboronic acid). Yields the product COC1=C(C=CC(=C1)OC)C1=CC=2C3=C(C(=NC2C=C1)N)N=CN3CC(C)C (8-(2,4-dimethoxyphenyl)-1-isobutyl-1H-imidazo[4,5-c]quinolin-4-amine). RXN SMILES: Br[C:2]1[CH:11]=[CH:10][C:9]2[N:8]=[C:7]([NH2:12])[C:6]3[N:13]=[CH:14][N:15]([CH2:16][CH:17]([CH3:19])[CH3:18])[C:5]=3[C:4]=2[CH:3]=1.[CH3:20][O:21][C:22]1[CH:27]=[C:26]([O:28][CH3:29])[CH:25]=[CH:24][C:23]=1B(O)O>>[CH3:20][O:21][C:22]1[CH:27]=[C:26]([O:28][CH3:29])[CH:25]=[CH:24][C:23]=1[C:2]1[CH:11]=[CH:10][C:9]2[N:8]=[C:7]([NH2:12])[C:6]3[N:13]=[CH:14][N:15]([CH2:16][CH:17]([CH3:19])[CH3:18])[C:5]=3[C:4]=2[CH:3]=1. Reported procedure: 8-Bromo-1-isobutyl-1H-imidazo[4,5-c]quinolin-4-amine and 2,4-dimethoxybenzeneboronic acid were coupled according to the general procedure described in Part J of Example 1. Purification by chromatography on silica gel (7% methanol in CH2Cl2) afforded 8-(2,4-dimethoxyphenyl)-1-isobutyl-1H-imidazo[4,5-c]quinolin-4-amine as a white solid, m.p. 223–227° C. The reactants are COP(O)(=O)CCCC1(OC2=C3C(=C(C=C2CC1)OCOC)C1CCC3C1)C ([3-(6-methoxymethoxy-2-methyl-3,4,7,8,9,10-hexahydro-7,10-methano-2H-benzo[h]chromen-2-yl)-propyl]-phosphonic acid methyl ester), CO (MeOH). The reagents and catalysts are Cl (HCl). Product: COP(OC)(=O)CCCC1(OC2=C3C(=C(C=C2CC1)O)C1CCC3C1)C ([3-(6-hydroxy-2-methyl-3,4,7,8,9,10-hexahydro-7,10-methano-2H-benzo[h]chromen-2-yl)-propyl]-phosphonic acid dimethyl ester). RXN SMILES: [CH3:1][O:2][P:3]([CH2:6][CH2:7][CH2:8][C:9]1([CH3:28])[CH2:18][CH2:17][C:16]2[C:11](=[C:12]3[CH:26]4[CH2:27][CH:23]([CH2:24][CH2:25]4)[C:13]3=[C:14]([O:19]COC)[CH:15]=2)[O:10]1)(=[O:5])[OH:4].[CH3:29]O>Cl>[CH3:29][O:4][P:3]([CH2:6][CH2:7][CH2:8][C:9]1([CH3:28])[CH2:18][CH2:17][C:16]2[C:11](=[C:12]3[CH:26]4[CH2:27][CH:23]([CH2:24][CH2:25]4)[C:13]3=[C:14]([OH:19])[CH:15]=2)[O:10]1)(=[O:5])[O:2][CH3:1]. Procedure: 190 mg of 6-methoxymethoxy-dimethyl phosphonate derivative from Step 3 was treated with a mixture of 20 mL of MeOH and 20 drops of concentrate HCl for overnight. After removal of most of the solvent, ethyl acetate was added and then washed with water, and dried over MgSO4. After the removal of solvents the residue was purified by flash column chromatography on silica gel (10% MeOH I DCM) to afford 90 mg of [3-(6-hydroxy-2-methyl-3,4,7,8,9,10-hexahydro-7,10-methano-2H-benzo[h]chromen-2-yl)-propyl... The yield is 86.0%. Reaction SMILES: [OH:1][C@H:2]1[CH2:6][N:5]([CH3:7])[C@H:4]([CH2:8][CH2:9][O:10][C:11]2[CH:16]=[CH:15][C:14]([O:17][CH3:18])=[CH:13][C:12]=2[CH2:19][CH2:20][C:21]2[CH:26]=[CH:25][CH:24]=[CH:23][CH:22]=2)[CH2:3]1.[ClH:27]>C(OCC)(=O)C>[ClH:27].[OH:1][C@H:2]1[CH2:6][N:5]([CH3:7])[C@H:4]([CH2:8][CH2:9][O:10][C:11]2[CH:16]=[CH:15][C:14]([O:17][CH3:18])=[CH:13][C:12]=2[CH2:19][CH2:20][C:21]2[CH:22]=[CH:23][CH:24]=[CH:25][CH:26]=2)[CH2:3]1 |f:3.4|. The product is Cl.O[C@@H]1C[C@H](N(C1)C)CCOC1=C(C=C(C=C1)OC)CCC1=CC=CC=C1 ((2R,4R)-4-Hydroxy-2-{2-[4-methoxy-2-(2-phenylethyl)phenoxy]ethyl}-1-methylpyrrolidine hydrochloride). Procedure details: 144 mg of (2R,4R)-4-hydroxy-2-{2-[4-methoxy-2-(2-phenylethyl)phenoxy]ethyl}-1-methylpyrrolidine [prepared as described in step (b) above] were dissolved in 5 ml of ethyl acetate, and then 0.10 ml of a 4N solution of hydrogen chloride in ethyl acetate was added to the resulting solution. The solvent was then removed by evaporation under reduced pressure. The resulting oily substance was dissolved in 1 ml of methylene chloride, and diethyl ether was added to the solution until it became turbid. Th... Solvent: C(C)(=O)OCC (ethyl acetate), C(C)(=O)OCC (ethyl acetate). Reactants: solution, Cl (hydrogen chloride), O[C@@H]1C[C@H](N(C1)C)CCOC1=C(C=C(C=C1)OC)CCC1=CC=CC=C1 ((2R,4R)-4-hydroxy-2-{2-[4-methoxy-2-(2-phenylethyl)phenoxy]ethyl}-1-methylpyrrolidine). Reaction conditions: time 10 minute. Starting materials: CC(C)(C)[Si](C)(C)OCC(CSCC1CC1)NC(c1ccc(F)cc1)C(F)(F)Oc1ccc(F)cc1, C1CCOC1, CCOCC, CCCC[N+](CCCC)(CCCC)CCCC, [F-]. The product is OCC(CSCC1CC1)NC(c1ccc(F)cc1)C(F)(F)Oc1ccc(F)cc1. As a reaction SMILES: [C:1]([Si:2]([CH3:3])([CH3:4])[O:6][CH2:7][CH:8]([CH2:9][S:10][CH2:11][CH:12]1[CH2:13][CH2:14]1)[NH:15][CH:16]([C:17]([O:18][c:19]1[cH:20][cH:21][c:22]([F:25])[cH:23][cH:24]1)([F:26])[F:27])[c:28]1[cH:29][cH:30][c:31]([F:34])[cH:32][cH:33]1)([CH3:5])([CH3:35])[CH3:36].[CH2:55]1[O:56][CH2:57][CH2:58][CH2:59]1.[CH2:60]([O:61][CH2:62][CH3:63])[CH3:64].[CH3:38][CH2:39][CH2:40][CH2:41][N+:42]([CH2:43][CH2:44][CH2:45][CH3:46])([CH2:47][CH2:48][CH2:49][CH3:50])[CH2:51][CH2:52][CH2:53][CH3:54].[F-:37]>>[OH:6][CH2:7][CH:8]([CH2:9][S:10][CH2:11][CH:12]1[CH2:13][CH2:14]1)[NH:15][CH:16]([C:17]([O:18][c:19]1[cH:20][cH:21][c:22]([F:25])[cH:23][cH:24]1)([F:26])[F:27])[c:28]1[cH:29][cH:30][c:31]([F:34])[cH:32][cH:33]1. Starting materials: IC=1C=C(C=CC1)[C@@H]1CN2[C@H](C3=CC(=CC=C13)OCCCN1CCCCC1)CCC2 (Cis-6-(3-Iodo-phenyl)-9-(3-piperidin-1-yl-propoxy)-1,2,3,5,6,10b-hexahydro-pyrrolo[2,1-a]isoquinoline), C[Si](C)(C)C#C (trimethylsilylacetylene), C1=CC=C(C=C1)P(C2=CC=CC=C2)C3=CC=CC=C3 (PPh3), N(CC)CC (Et2NH). The reagents and catalysts are Cl[Pd]([P](C1=CC=CC=C1)(C2=CC=CC=C2)C3=CC=CC=C3)([P](C4=CC=CC=C4)(C5=CC=CC=C5)C6=CC=CC=C6)Cl (Pd(PPh3)2Cl2), [Cu]I (CuI). The solvent is CN(C)C=O (DMF). The product is N1(CCCCC1)CCCOC1=CC=C2[C@@H](CN3[C@H](C2=C1)CCC3)C3=CC(=CC=C3)C#C[Si](C)(C)C (Cis-9-(3-Piperidin-1-yl-propoxy)-6-(3-trimethylsilanylethynyl-phenyl)-1,2,3,5,6,10b-hexahydro-pyrrolo[2,1-a]isoquinoline). Yield: 69.3%. As a reaction SMILES: I[C:2]1[CH:3]=[C:4]([C@H:8]2[C:17]3[C:12](=[CH:13][C:14]([O:18][CH2:19][CH2:20][CH2:21][N:22]4[CH2:27][CH2:26][CH2:25][CH2:24][CH2:23]4)=[CH:15][CH:16]=3)[C@@H:11]3[CH2:28][CH2:29][CH2:30][N:10]3[CH2:9]2)[CH:5]=[CH:6][CH:7]=1.[CH3:31][Si:32]([C:35]#[CH:36])([CH3:34])[CH3:33].C1C=CC(P(C2C=CC=CC=2)C2C=CC=CC=2)=CC=1.N(CC)CC>Cl[Pd](Cl)([P](C1C=CC=CC=1)(C1C=CC=CC=1)C1C=CC=CC=1)[P](C1C=CC=CC=1)(C1C=CC=CC=1)C1C=CC=CC=1.[Cu]I.CN(C=O)C>[N:22]1([CH2:21][CH2:20][CH2:19][O:18][C:14]2[CH:13]=[C:12]3[C:17]([C@H:8]([C:4]4[CH:5]=[CH:6][CH:7]=[C:2]([C:36]#[C:35][Si:32]([CH3:34])([CH3:33])[CH3:31])[CH:3]=4)[CH2:9][N:10]4[CH2:30][CH2:29][CH2:28][C@H:11]43)=[CH:16][CH:15]=2)[CH2:27][CH2:26][CH2:25][CH2:24][CH2:23]1 |^1:63,82|. Reported procedure: To a high-pressure reaction vial was added cis-6-(3-iodo-phenyl)-9-(3-piperidin-1-yl-propoxy)-1,2,3,5,6,10b-hexahydro-pyrrolo[2,1-a]isoquinoline (Example 32, 40.0 mg, 0.08 mmol), trimethylsilylacetylene (9.0 mg, 0.093 mmol), Pd(PPh3)2Cl2 (6.0 mg, 0.008 mmol), CuI (2.0 mg, 0.008 mmol), PPh3 (4.0 mg, 0.016 mmol), Et2NH (0.12 mL, 1.2 mmol), and DMF (0.1 mL). The sealed vial was placed in a 120° C. preheated oil bath for 30 min, cooled to rt, concentrated under a stream of nitrogen, and purified by ... The reactants are O=C([O-])[O-], O=C([O-])O, CN(C)C=O, CCC(CC)c1ccc(C(=O)OC)c2nc(Cl)n(C)c12, Cc1cc(Cl)cc(Cl)c1O, [K+], [K+], [Na+]. Yields the product CCC(CC)c1ccc(C(=O)OC)c2nc(Oc3c(C)cc(Cl)cc3Cl)n(C)c12. As a reaction SMILES: [C:31](=[O:32])([O-:33])[O-:34].[C:42](=[O:43])([OH:44])[O-:45].[CH3:37][N:38]([CH3:39])[CH:40]=[O:41].[Cl:1][c:2]1[n:3][c:4]2[c:5]([n:6]1[CH3:7])[c:8]([CH:16]([CH2:17][CH3:18])[CH2:19][CH3:20])[cH:9][cH:10][c:11]2[C:12](=[O:13])[O:14][CH3:15].[Cl:21][c:22]1[cH:23][c:24]([CH3:30])[c:25]([OH:29])[c:26]([Cl:28])[cH:27]1.[K+:35].[K+:36].[Na+:46]>>[c:2]1([O:29][c:25]2[c:24]([CH3:30])[cH:23][c:22]([Cl:21])[cH:27][c:26]2[Cl:28])[n:3][c:4]2[c:5]([n:6]1[CH3:7])[c:8]([CH:16]([CH2:17][CH3:18])[CH2:19][CH3:20])[cH:9][cH:10][c:11]2[C:12](=[O:13])[O:14][CH3:15]. Starting materials: O1CCOCC1 (dioxane), Cl (hydrogen chloride), C(C)(C)(C)OC(NC(CCC1=CC(=C(C=C1)SCCCCCCC)C(F)(F)F)(CO)CO)=O ([1,1-bis(hydroxymethyl)-3-(4-heptylthio-3-trifluoromethylphenyl)propyl]carbamic Acid t-butyl Ester). The solvent is C(Cl)Cl (methylene chloride). Run at time 4 hour. The product is Cl.NC(CO)(CO)CCC1=CC(=C(C=C1)SCCCCCCC)C(F)(F)F (2-amino-2-[2-(4-heptylthio-3-trifluoromethylphenyl)ethyl]propane-1,3-diol Hydrochloride). As a reaction SMILES: C(OC(=O)[NH:7][C:8]([CH2:31][OH:32])([CH2:29][OH:30])[CH2:9][CH2:10][C:11]1[CH:16]=[CH:15][C:14]([S:17][CH2:18][CH2:19][CH2:20][CH2:21][CH2:22][CH2:23][CH3:24])=[C:13]([C:25]([F:28])([F:27])[F:26])[CH:12]=1)(C)(C)C.O1CCOCC1.[ClH:40]>C(Cl)Cl>[ClH:40].[NH2:7][C:8]([CH2:9][CH2:10][C:11]1[CH:16]=[CH:15][C:14]([S:17][CH2:18][CH2:19][CH2:20][CH2:21][CH2:22][CH2:23][CH3:24])=[C:13]([C:25]([F:28])([F:26])[F:27])[CH:12]=1)([CH2:29][OH:30])[CH2:31][OH:32] |f:4.5|. Procedure: Compound 24-1 (390 mg) was dissolved in methylene chloride (5 ml), dioxane containing hydrogen chloride (4 mol/l, 5 ml) was added, and the mixture was stirred at room temperature for 4 hr. The reaction mixture was concentrated, and the residue was washed with diethyl ether to give a white powder. The white powder was purified by preparative HPLC, ether containing hydrogen chloride (1 mol/l, 15 ml) was added to the obtained residue to give a hydrochloride. The precipitate was collected by filtrat... Reactants: O=C([O-])[O-], c1ccc2c(c1)CCNCC2, CC#N, Cl, [K+], [K+], O=[N+]([O-])c1ccccc1OS(=O)(=O)C(F)(F)F. Reaction SMILES: [C:30](=[O:31])([O-:32])[O-:33].[CH2:19]1[CH2:20][NH:21][CH2:22][CH2:23][c:24]2[c:25]1[cH:26][cH:27][cH:28][cH:29]2.[CH3:36][C:37]#[N:38].[ClH:18].[K+:34].[K+:35].[N+:1](=[O:2])([O-:3])[c:4]1[c:5]([O:10][S:11]([C:12]([F:13])([F:14])[F:15])(=[O:16])=[O:17])[cH:6][cH:7][cH:8][cH:9]1>>[N+:1](=[O:2])([O-:3])[c:4]1[c:5]([N:21]2[CH2:20][CH2:19][c:25]3[c:24]([cH:29][cH:28][cH:27][cH:26]3)[CH2:23][CH2:22]2)[cH:6][cH:7][cH:8][cH:9]1. The product is O=[N+]([O-])c1ccccc1N1CCc2ccccc2CC1.